From a dataset of the Open Reaction Database (ORD), a public repository of structured organic reaction records. describe an organic reaction: reactants, conditions, products, and yield Reactants: CCO, Cc1nc(Cl)nc(Cl)c1N, O. Yields the product Cc1nc(Cl)ncc1N. Reaction SMILES: [CH3:11][CH2:12][OH:13].[Cl:1][c:2]1[n:3][c:4]([CH3:10])[c:5]([NH2:9])[c:6]([Cl:8])[n:7]1.[OH2:14]>>[Cl:1][c:2]1[n:3][c:4]([CH3:10])[c:5]([NH2:9])[cH:6][n:7]1. The reactants are BrC=1C=CC2=C(C(C=3C(=NC=C(C3)Cl)C=C2)=O)C1 (7-bromo-3-chloro-5H-benzo[4,5]cyclohepta[1,2-b]pyridin-5-one), C=1C=CC(=CC1)P(C=2C=CC=CC2)C3=CC=C4C=CC=CC4=C3C5=C6C=CC=CC6=CC=C5P(C=7C=CC=CC7)C=8C=CC=CC8 (BINAP), C(C1=CC=CC=C1)(C1=CC=CC=C1)=N (benzophenone imine), CC(C)([O-])C.[Na+] (sodium tert-butoxide). The reagents and catalysts are C=1C=CC(=CC1)/C=C/C(=O)/C=C/C2=CC=CC=C2.C=1C=CC(=CC1)/C=C/C(=O)/C=C/C2=CC=CC=C2.C=1C=CC(=CC1)/C=C/C(=O)/C=C/C2=CC=CC=C2.[Pd].[Pd] (Pd2(dba)3). The solvent is C1(=CC=CC=C1)C (toluene). Conditions: temperature 110 celsius, time 2.5 hour. Product: NC=1C=CC2=C(C(C=3C(=NC=C(C3)Cl)C=C2)=O)C1 (7-amino-3-chloro-5H-benzo[4,5]cyclohepta[1,2-b]pyridin-5-one). As a reaction SMILES: Br[C:2]1[CH:3]=[CH:4][C:5]2[CH:16]=[CH:15][C:9]3=[N:10][CH:11]=[C:12]([Cl:14])[CH:13]=[C:8]3[C:7](=[O:17])[C:6]=2[CH:18]=1.C1C=CC(P(C2C(C3C(P(C4C=CC=CC=4)C4C=CC=CC=4)=CC=C4C=3C=CC=C4)=C3C(C=CC=C3)=CC=2)C2C=CC=CC=2)=CC=1.C(=[NH:78])(C1C=CC=CC=1)C1C=CC=CC=1.CC(C)([O-])C.[Na+]>C1C=CC(/C=C/C(/C=C/C2C=CC=CC=2)=O)=CC=1.C1C=CC(/C=C/C(/C=C/C2C=CC=CC=2)=O)=CC=1.C1C=CC(/C=C/C(/C=C/C2C=CC=CC=2)=O)=CC=1.[Pd].[Pd].C1(C)C=CC=CC=1>[NH2:78][C:2]1[CH:3]=[CH:4][C:5]2[CH:16]=[CH:15][C:9]3=[N:10][CH:11]=[C:12]([Cl:14])[CH:13]=[C:8]3[C:7](=[O:17])[C:6]=2[CH:18]=1 |f:3.4,5.6.7.8.9|. Procedure details: 7-bromo-3-chloro-5H-benzo[4,5]cyclohepta[1,2-b]pyridin-5-one (1.05 g, 3.30 mmol), Pd2(dba)3 (8 mg, 0.00825 mmol), BINAP (15 mg, 0.0248 mmol) and benzophenone imine (0.662 mL, 3.95 mmol) were combined in a dry flask. The flask was charged with 40 mL of dry toluene, followed by sodium tert-butoxide (0.444 g, 4.62 mmol). Argon was bubbled through the solution for 5 minutes. The reaction solution was heated to 110° C. and stirred under argon. After 2.5 hours, the reaction was concentrated, 20 mL of ... Starting materials: [N+](=O)([O-])C=1C=C(C(=O)N)C=CN1 (2-nitroisonicotinamide), C=O (formalin), ice water. Run in CN(C=O)C (dimethylformamide). The product is OCNC(C1=CC(=NC=C1)[N+](=O)[O-])=O (N-Hydroxymethyl 2-nitroisonicotinamide). RXN SMILES: [N+:1]([C:4]1[CH:5]=[C:6]([CH:10]=[CH:11][N:12]=1)[C:7]([NH2:9])=[O:8])([O-:3])=[O:2].[CH2:13]=[O:14]>CN(C)C=O>[OH:14][CH2:13][NH:9][C:7](=[O:8])[C:6]1[CH:10]=[CH:11][N:12]=[C:4]([N+:1]([O-:3])=[O:2])[CH:5]=1. Reported procedure: 0.8 g. of 2-nitroisonicotinamide and 2 ml. of 37% formalin were stirred in 2 ml. of dimethylformamide at 110° C for 2 hours. After cooling, to this solution was added ice-water, and the mixture was extracted with ethyl acetate. The extract was washed with water, dried and the solvent was evaporated yielding crystals. The crystals obtained were recrystallized from ethyl acetate to give 0.6 g. of pale yellow crystals. Starting materials: CN(C(C1=C(C=CC=C1)NC=1C=NC=CC1C)=O)C (N,N-dimethyl-2-((4-methylpyridin-3-yl)amino)benzamide), C(C)(C)NC(C)C (diisopropylamine), CN(CCN(C)C)C (tetramethylethylenediamine), C(CCC)[Li] (n-butyllithium). Run in C1CCOC1 (THF), C1CCOC1 (THF). Run at temperature -78 celsius, time 30 minute. Product: C1=NC=CC=2CC(C3=C(NC21)C=CC=C3)=O (5H-benzo[b]pyrido[4,3-f]azepin-6(11H)-one). RXN SMILES: C(NC(C)C)(C)C.CN(C)CCN(C)C.C([Li])CCC.CN(C)[C:23](=[O:38])[C:24]1[CH:29]=[CH:28][CH:27]=[CH:26][C:25]=1[NH:30][C:31]1[CH:32]=[N:33][CH:34]=[CH:35][C:36]=1[CH3:37]>C1COCC1>[CH:32]1[C:31]2[NH:30][C:25]3[CH:26]=[CH:27][CH:28]=[CH:29][C:24]=3[C:23](=[O:38])[CH2:37][C:36]=2[CH:35]=[CH:34][N:33]=1. Procedure: To a solution of diisopropylamine (7.61 mL, 53.89 mmol) and tetramethylethylenediamine (8.13 mL, 53.89 mmol) in THF (50 mL) was added n-butyllithium (1.6 M, 34.2 mL, 54.77 mmol) at −78° C. The mixture was stirred at −78° C. for 30 min., then 0° C. for 10 min. This solution was transferred into a solution of N,N-dimethyl-2-((4-methylpyridin-3-yl)amino)benzamide in THF (100 mL) at 0° C. The resulting solution was stirred overnight and quenched by adding saturated ammonium chloride solution (20 mL)... The reactants are FC1=CC(=C(CNC(=O)C=2C(N(C3=CC=CN=C3C2O)CCN(C(OCC2=CC=CC=C2)=O)C)=O)C=C1)S(=O)(=O)C (benzyl 2-[3-({[4-fluoro-2-(methylsulfonyl)benzyl]amino}carbonyl)-4-hydroxy-2-oxo-1,5-naphthyridin-1(2H)-yl]ethyl(methyl)carbamate), Cl (HCl). The solvent is CO (MeOH). Product: FC1=CC(=C(CNC(=O)C=2C(N(C3=CC=CN=C3C2O)CCNC)=O)C=C1)S(=O)(=O)C (N-[4-fluoro-2-(methylsulfonyl)benzyl]-4-hydroxy-1-[2-(methylamino)ethyl]-2-oxo-1,2-dihydro-1,5-naphthyridine-3-carboxamide). As a reaction SMILES: [F:1][C:2]1[CH:37]=[CH:36][C:5]([CH2:6][NH:7][C:8]([C:10]2[C:11](=[O:35])[N:12]([CH2:21][CH2:22][N:23](C)[C:24](=O)OCC3C=CC=CC=3)[C:13]3[C:18]([C:19]=2[OH:20])=[N:17][CH:16]=[CH:15][CH:14]=3)=[O:9])=[C:4]([S:38]([CH3:41])(=[O:40])=[O:39])[CH:3]=1.Cl>CO>[F:1][C:2]1[CH:37]=[CH:36][C:5]([CH2:6][NH:7][C:8]([C:10]2[C:11](=[O:35])[N:12]([CH2:21][CH2:22][NH:23][CH3:24])[C:13]3[C:18]([C:19]=2[OH:20])=[N:17][CH:16]=[CH:15][CH:14]=3)=[O:9])=[C:4]([S:38]([CH3:41])(=[O:40])=[O:39])[CH:3]=1. Reported procedure: A solution of benzyl 2-[3-({[4-fluoro-2-(methylsulfonyl)benzyl]amino}carbonyl)-4-hydroxy-2-oxo-1,5-naphthyridin-1(2H)-yl]ethyl(methyl)carbamate (0.55 g, 0.94 mmol) in MeOH (10 mL) in a pressure tube was cooled to −78 degrees C. and saturated with HCl gas. The volume in the flask visibly increased. The reaction was allowed to warm to room temperature overnight, then cooled to −78 degrees C. and vented. The reaction was transferred to a round bottom flask and the solvents removed under vacuum. The... The reactants are C(=O)([O-])[O-].[Na+].[Na+] (Na2CO3), O (water), CC1(OB(OC1(C)C)C=1C=NN(C1)C=1C=NC=CC1)C (3-[4-(4,4,5,5-tetramethyl-1,3,2-dioxaborolan-2-yl)pyrazol-1-yl]pyridine), BrC=1C=CC=2N(S(CC(C2N1)=NOCC)(=O)=O)C (6-bromo-N-ethoxy-1-methyl-2,2-dioxo-pyrido[3,2-c]thiazin-4-imine). Reagents/catalysts: C1=CC=C(C=C1)P([C-]2C=CC=C2)C3=CC=CC=C3.C1=CC=C(C=C1)P([C-]2C=CC=C2)C3=CC=CC=C3.Cl[Pd]Cl.[Fe+2] (Pd(dppf)Cl2). The solvent is C(C)#N (acetonitrile). Reaction conditions: temperature 80 celsius, time 1.5 hour. Yields the product C(C)ON=C1C2=C(N(S(C1)(=O)=O)C)C=CC(=N2)C=2C=NN(C2)C=2C=NC=CC2 (N-ethoxy-1-methyl-2,2-dioxo-6-[1-(3-pyridyl)pyrazol-4-yl]pyrido[3,2-c]thiazin-4-imine). Reaction SMILES: C([O-])([O-])=O.[Na+].[Na+].O.CC1(C)C(C)(C)OB([C:16]2[CH:17]=[N:18][N:19]([C:21]3[CH:22]=[N:23][CH:24]=[CH:25][CH:26]=3)[CH:20]=2)O1.Br[C:29]1[CH:30]=[CH:31][C:32]2[N:33]([CH3:45])[S:34](=[O:44])(=[O:43])[CH2:35][C:36](=[N:39][O:40][CH2:41][CH3:42])[C:37]=2[N:38]=1>C1C=CC(P(C2C=CC=CC=2)[C-]2C=CC=C2)=CC=1.C1C=CC(P(C2C=CC=CC=2)[C-]2C=CC=C2)=CC=1.Cl[Pd]Cl.[Fe+2].C(#N)C>[CH2:41]([O:40][N:39]=[C:36]1[CH2:35][S:34](=[O:44])(=[O:43])[N:33]([CH3:45])[C:32]2[CH:31]=[CH:30][C:29]([C:16]3[CH:17]=[N:18][N:19]([C:21]4[CH:22]=[N:23][CH:24]=[CH:25][CH:26]=4)[CH:20]=3)=[N:38][C:37]1=2)[CH3:42] |f:0.1.2,6.7.8.9|. Procedure details: To Na2CO3 (183 mg, 1.71 mmol) was added water (1.5 ml) and acetonitrile (2 ml) and the solution was degassed for 5 min with argon. 3-[4-(4,4,5,5-tetramethyl-1,3,2-dioxaborolan-2-yl)pyrazol-1-yl]pyridine (111 mg, 0.41 mmol), 6-bromo-N-ethoxy-1-methyl-2,2-dioxo-pyrido[3,2-c]thiazin-4-imine (114 mg, 0.34 mmol) and Pd(dppf)Cl2 (25 mg, 0.034 mmol) were added sequentially followed by rinsing the flask with acetonitrile (2 ml). The mixture was stirred at 80° C. for 1.5 h followed by cooling to ambient ... The product is BrC=1C=C(C=CC1Cl)C1=C(C=C(C=C1)C(=O)OC)C (methyl 3′-bromo-4′-chloro-2-methylbiphenyl-4-carboxylate). Solvent: ClCCl (dichloromethane). RXN SMILES: N[C:2]1[CH:3]=[C:4]([C:9]2[CH:14]=[CH:13][C:12]([C:15]([O:17][CH3:18])=[O:16])=[CH:11][C:10]=2[CH3:19])[CH:5]=[CH:6][C:7]=1[Cl:8].N(OC(C)(C)C)=O.C(Br)(Br)[Br:28]>ClCCl>[Br:28][C:2]1[CH:3]=[C:4]([C:9]2[CH:14]=[CH:13][C:12]([C:15]([O:17][CH3:18])=[O:16])=[CH:11][C:10]=2[CH3:19])[CH:5]=[CH:6][C:7]=1[Cl:8]. Procedure: Methyl 3′-amino-4′-chloro-2-methylbiphenyl-4-carboxylate (946 mg, 3.43 mmol) was dissolved in a mixture of CHBr3 (5 mL) and dichloromethane (5 mL). To the above stirred mixture was added t-butyl nitrite (680 μL, 530.6 mg, 5.145 mmol). The reaction mixture was heated to 80° C. for 30 minutes. Aliquot (LCMS) indicated complete consumption of starting material. Crude mixture was purified by flash chromatography (SiO2, Biotage 40+S cartridge) to afford methyl 3′-bromo-4′-chloro-2-methylbiphenyl-4-ca... Run at temperature 80 celsius. Reactants: NC=1C=C(C=CC1Cl)C1=C(C=C(C=C1)C(=O)OC)C (Methyl 3′-amino-4′-chloro-2-methylbiphenyl-4-carboxylate), C(Br)(Br)Br (CHBr3), N(=O)OC(C)(C)C (t-butyl nitrite). The reactants are ClC1=C(C=O)C=CC=C1 (2-chlorobenzaldehyde), C(CS)S (1,2-ethanedithiol). Yields the product ClC1=C(C=CC=C1)C1SCCS1 (2-(2-Chlorophenyl)-1,3-Dithiolane). As a reaction SMILES: [Cl:1][C:2]1[CH:9]=[CH:8][CH:7]=[CH:6][C:3]=1[CH:4]=O.[CH2:10]([SH:13])[CH2:11][SH:12]>>[Cl:1][C:2]1[CH:9]=[CH:8][CH:7]=[CH:6][C:3]=1[CH:4]1[S:13][CH2:10][CH2:11][S:12]1. Reported procedure: Following the general procedure described in Example 1, 55.3 gm (0.393 moles) of 2-chlorobenzaldehyde and 37.21 gm (0.395 moles) of 1,2-ethanedithiol gave, after distillation, 65.65 gm (0.303 moles) of a clear, colorless liquid, b.p. 121°-125° C. (0.03 mm/Hg). Elemental analysis for C9H9ClS2 : The reactants are O=[N+]([O-])c1cnc2cc(Br)ccc2c1NCCCCCl, CO, O. The product is Nc1cnc2cc(Br)ccc2c1NCCCCCl. Reaction SMILES: [Br:1][c:2]1[cH:3][cH:4][c:5]2[c:6]([NH:15][CH2:16][CH2:17][CH2:18][CH2:19][Cl:20])[c:7]([N+:12]([O-:13])=[O:14])[cH:8][n:9][c:10]2[cH:11]1.[CH3:21][OH:22].[OH2:23]>>[Br:1][c:2]1[cH:3][cH:4][c:5]2[c:6]([NH:15][CH2:16][CH2:17][CH2:18][CH2:19][Cl:20])[c:7]([NH2:12])[cH:8][n:9][c:10]2[cH:11]1. Reactants: CC1(C(N(C(N1CC1=CC=NC=C1)=O)C1=CC(=C(C=C1)OC(F)(F)F)[N+](=O)[O-])=O)C (5,5-dimethyl-3-(3-nitro-4-trifluormethoxy-phenyl)-1-pyridin-4-ylmethyl-imidazolidine-2,4-dione), Cl (hydrochloric acid). Reagents/catalysts: [Zn] (zinc). Solvent: O (water). The product is NC=1C=C(C=CC1OC(F)(F)F)N1C(N(C(C1=O)(C)C)CC1=CC=NC=C1)=O (3-(3-amino-4-trifluormethoxy-phenyl)-5,5-dimethyl-1-pyridin-4-ylmethyl-imidazolidine-2,4-dione). The yield is 57.6%. Reaction SMILES: [CH3:1][C:2]1([CH3:30])[N:6]([CH2:7][C:8]2[CH:13]=[CH:12][N:11]=[CH:10][CH:9]=2)[C:5](=[O:14])[N:4]([C:15]2[CH:20]=[CH:19][C:18]([O:21][C:22]([F:25])([F:24])[F:23])=[C:17]([N+:26]([O-])=O)[CH:16]=2)[C:3]1=[O:29].Cl>O.[Zn]>[NH2:26][C:17]1[CH:16]=[C:15]([N:4]2[C:3](=[O:29])[C:2]([CH3:30])([CH3:1])[N:6]([CH2:7][C:8]3[CH:13]=[CH:12][N:11]=[CH:10][CH:9]=3)[C:5]2=[O:14])[CH:20]=[CH:19][C:18]=1[O:21][C:22]([F:23])([F:24])[F:25]. Procedure: 8.8 g (20.7 mmol ) 5,5-dimethyl-3-(3-nitro-4-trifluormethoxy-phenyl)-1-pyridin-4-ylmethyl-imidazolidine-2,4-dione were dissolved in 200 ml semi-conc. hydrochloric acid. 30 g zinc dust were added in portions and the resulting mixture was refluxed for 1 h, cooled to RT, diluted with 100 ml water and extracted with ethyl acetate. The aqueous phase was made alkaline with saturated sodium hydroxide solution and extracted with methylene chloride. Separating zinc salts were removed by filtration over c...